Dataset: the Open Reaction Database (ORD), a public repository of structured organic reaction records. Task: describe an organic reaction: reactants, conditions, products, and yield Starting materials: [H-].[Na+] (NaH), BrC=1C=C2C=CNC2=CC1 (5-bromoindole), CC1=CC=C(CBr)C=C1 (4-methylbenzyl bromide). The solvent is CN(C)C=O (DMF). Run at time 1 hour. Yields the product BrC=1C=C2C=CN(C2=CC1)CC1=CC=C(C=C1)C (5-Bromo-1-(4-methylbenzyl)-1H-indole). As a reaction SMILES: [H-].[Na+].[Br:3][C:4]1[CH:5]=[C:6]2[C:10](=[CH:11][CH:12]=1)[NH:9][CH:8]=[CH:7]2.[CH3:13][C:14]1[CH:21]=[CH:20][C:17]([CH2:18]Br)=[CH:16][CH:15]=1>CN(C=O)C>[Br:3][C:4]1[CH:5]=[C:6]2[C:10](=[CH:11][CH:12]=1)[N:9]([CH2:13][C:14]1[CH:21]=[CH:20][C:17]([CH3:18])=[CH:16][CH:15]=1)[CH:8]=[CH:7]2 |f:0.1|. Reported procedure: NaH (60%, 2.53 g, 63.1 mmol) was added portionwise to a stirring solution of 5-bromoindole (8.25 g, 42.1 mmol) in DMF (80 mL) at 0° C. under a nitrogen atmosphere over a period of 10 min. The mixture was then warmed up to room temperature. After the reaction mixture was stirred at room temperature for 1 hour, 4-methylbenzyl bromide (12.0 g, 63.1 mmol) was added and the mixture was stirred at room temperature overnight. The reaction was quenched with aqueous ammonium chloride and diluted with wat... Starting materials: CCN=C=NCCCN(C)C, ClCCl, CSCCCN, CN1CCOCC1, Cl, Cc1cc(C(=O)O)ncc1C(c1cc(F)ccc1F)S(=O)(=O)c1ccc(F)cc1, On1nnc2ccccc21. The product is CSCCCNC(=O)c1cc(C)c(C(c2cc(F)ccc2F)S(=O)(=O)c2ccc(F)cc2)cn1. Reaction SMILES: [CH2:47]([N:48]=[C:49]=[N:50][CH2:51][CH2:52][CH2:53][N:54]([CH3:55])[CH3:56])[CH3:57].[CH2:65]([Cl:66])[Cl:67].[CH3:30][S:31][CH2:32][CH2:33][CH2:34][NH2:35].[CH3:58][N:59]1[CH2:60][CH2:61][O:62][CH2:63][CH2:64]1.[ClH:46].[F:1][c:2]1[c:3]([CH:9]([c:10]2[c:11]([CH3:19])[cH:12][c:13]([C:16](=[O:17])[OH:18])[n:14][cH:15]2)[S:20](=[O:21])(=[O:22])[c:23]2[cH:24][cH:25][c:26]([F:29])[cH:27][cH:28]2)[cH:4][c:5]([F:8])[cH:6][cH:7]1.[OH:36][n:37]1[c:38]2[cH:39][cH:40][cH:41][cH:42][c:43]2[n:44][n:45]1>>[F:1][c:2]1[c:3]([CH:9]([c:10]2[c:11]([CH3:19])[cH:12][c:13]([C:16](=[O:17])[NH:35][CH2:34][CH2:33][CH2:32][S:31][CH3:30])[n:14][cH:15]2)[S:20](=[O:21])(=[O:22])[c:23]2[cH:24][cH:25][c:26]([F:29])[cH:27][cH:28]2)[cH:4][c:5]([F:8])[cH:6][cH:7]1. As a reaction SMILES: [Br:1][c:2]1[cH:3][cH:4][c:5]([CH2:8][C:9]([CH3:10])([OH:11])[c:12]2[n:13]([S:23](=[O:24])(=[O:25])[N:26]([CH3:27])[CH3:28])[cH:14][c:15]([CH2:17][C:18]([CH2:19][CH3:20])([CH3:21])[CH3:22])[n:16]2)[cH:6][cH:7]1.[Br:29][c:30]1[n:31][c:32]([CH3:36])[cH:33][cH:34][cH:35]1.[CH2:37]1[O:38][CH2:39][CH2:40][O:41][CH2:42]1.[OH2:43].[Pd:120].[c:101]1([P:102]([c:103]2[cH:104][cH:105][cH:106][cH:107][cH:108]2)[c:109]2[cH:110][cH:111][cH:112][cH:113][cH:114]2)[cH:115][cH:116][cH:117][cH:118][cH:119]1.[c:44]1([P:45]([c:46]2[cH:47][cH:48][cH:49][cH:50][cH:51]2)[c:52]2[cH:53][cH:54][cH:55][cH:56][cH:57]2)[cH:58][cH:59][cH:60][cH:61][cH:62]1.[c:63]1([P:64]([c:65]2[cH:66][cH:67][cH:68][cH:69][cH:70]2)[c:71]2[cH:72][cH:73][cH:74][cH:75][cH:76]2)[cH:77][cH:78][cH:79][cH:80][cH:81]1.[c:82]1([P:83]([c:84]2[cH:85][cH:86][cH:87][cH:88][cH:89]2)[c:90]2[cH:91][cH:92][cH:93][cH:94][cH:95]2)[cH:96][cH:97][cH:98][cH:99][cH:100]1>>[c:2]1(-[c:30]2[n:31][c:32]([CH3:36])[cH:33][cH:34][cH:35]2)[cH:3][cH:4][c:5]([CH2:8][C:9]([CH3:10])([OH:11])[c:12]2[n:13]([S:23](=[O:24])(=[O:25])[N:26]([CH3:27])[CH3:28])[cH:14][c:15]([CH2:17][C:18]([CH2:19][CH3:20])([CH3:21])[CH3:22])[n:16]2)[cH:6][cH:7]1. Reactants: CCC(C)(C)Cc1cn(S(=O)(=O)N(C)C)c(C(C)(O)Cc2ccc(Br)cc2)n1, Cc1cccc(Br)n1, C1COCCO1, O, [Pd], c1ccc(P(c2ccccc2)c2ccccc2)cc1, c1ccc(P(c2ccccc2)c2ccccc2)cc1, c1ccc(P(c2ccccc2)c2ccccc2)cc1, c1ccc(P(c2ccccc2)c2ccccc2)cc1. Product: CCC(C)(C)Cc1cn(S(=O)(=O)N(C)C)c(C(C)(O)Cc2ccc(-c3cccc(C)n3)cc2)n1. Reactants: COC1=CC=C(C=C1)NC(CC1=CC=C(C=C1)[N+](=O)[O-])=O (N-(4-Methoxy-phenyl)-2-(4-nitro-phenyl)-acetamide). Reagents/catalysts: [Pd] (Pd). Run in CCO (EtOH). Conditions: time 5 hour. Yields the product NC1=CC=C(C=C1)CC(=O)NC1=CC=C(C=C1)OC (2-(4-Amino-phenyl)-N-(4-methoxy-phenyl)-acetamide). The yield is 95.2%. As a reaction SMILES: [CH3:1][O:2][C:3]1[CH:8]=[CH:7][C:6]([NH:9][C:10](=[O:21])[CH2:11][C:12]2[CH:17]=[CH:16][C:15]([N+:18]([O-])=O)=[CH:14][CH:13]=2)=[CH:5][CH:4]=1>[Pd].CCO>[NH2:18][C:15]1[CH:14]=[CH:13][C:12]([CH2:11][C:10]([NH:9][C:6]2[CH:5]=[CH:4][C:3]([O:2][CH3:1])=[CH:8][CH:7]=2)=[O:21])=[CH:17][CH:16]=1. Reported procedure: A mixture of N-(4-Methoxy-phenyl)-2-(4-nitro-phenyl)-acetamide (859 mg, 3 mmol), 5% Pd on C (16 mg) and EtOH (20 mL) was stirred under a hydrogen atmosphere (1 atm) for 5 hr. Filtration of the catalyst and evaporation of the solvent afforded 2-(4-Amino-phenyl)-N-(4-methoxy-phenyl)-acetamide (732 mg, 95%). The yield is 31.0%. The reactants are [Si](C)(C)(C(C)(C)C)OC=1C(=C(C=O)C=C(C1)F)F (3-(tert-Butyldimethylsilyloxy)-2,5-difluorobenzaldehyde), C(C)[Mg]Br (ethylmagnesium bromide). Procedure details: A 200 mL round bottom flask was charged with 90.B (1.38 g, 5.1 mmol) and THF (10 mL) and cooled to −78° C. under N2. To the cold solution was added ethylmagnesium bromide (3.0 M in ether) (commercially available from Aldrich) (5.1 mL, 15 mmol) dropwise. The mixture was stirred for 30 minutes at −78° C. The cooling bath was removed, and the mixture was stirred for 30 minutes at ambient temperature. The reaction was quenched with saturated aqueous ammonium chloride and diluted with EtOAc. The orga... The solvent is C1CCOC1 (THF). Run at temperature -78 celsius, time 30 minute. Reaction SMILES: [Si:1]([O:8][C:9]1[C:10]([F:18])=[C:11]([CH:14]=[C:15]([F:17])[CH:16]=1)[CH:12]=[O:13])([C:4]([CH3:7])([CH3:6])[CH3:5])([CH3:3])[CH3:2].[CH2:19]([Mg]Br)[CH3:20]>C1COCC1>[Si:1]([O:8][C:9]1[C:10]([F:18])=[C:11]([CH:12]([OH:13])[CH2:19][CH3:20])[CH:14]=[C:15]([F:17])[CH:16]=1)([C:4]([CH3:7])([CH3:6])[CH3:5])([CH3:3])[CH3:2]. The product is [Si](C)(C)(C(C)(C)C)OC=1C(=C(C=C(C1)F)C(CC)O)F (1-(3-(tert-Butyldimethylsilyloxy)-2,5-difluorophenyl)propan-1-ol). Starting materials: C(C)(=O)N1C(CC2=CC(=CC=C12)C(C)=O)=O (1,5-diacetyl-2-indolinone), ClC1=C(C(=O)O)C=CC=C1 (2-chlorobenzoic acid). As a reaction SMILES: [C:1]([N:4]1[C:12]2[C:7](=[CH:8][C:9]([C:13](=[O:15])[CH3:14])=[CH:10][CH:11]=2)[CH2:6][C:5]1=[O:16])(=[O:3])[CH3:2].[Cl:17][C:18]1[CH:26]=[CH:25][CH:24]=[CH:23][C:19]=1[C:20](O)=[O:21]>>[C:1]([N:4]1[C:12]2[C:7](=[CH:8][C:9]([C:13](=[O:15])[CH3:14])=[CH:10][CH:11]=2)[C:6](=[C:20]([C:19]2[CH:23]=[CH:24][CH:25]=[CH:26][C:18]=2[Cl:17])[OH:21])[C:5]1=[O:16])(=[O:3])[CH3:2]. Procedure details: Prepared from 1,5-diacetyl-2-indolinone and 2-chlorobenzoic acid Yields the product C(C)(=O)N1C(C(C2=CC(=CC=C12)C(C)=O)=C(O)C1=C(C=CC=C1)Cl)=O (1,5-diacetyl-3-[(2-chloro-phenyl)-hydroxy-methylidene]-2-indolinone).